This data is from the Open Reaction Database (ORD), a public repository of structured organic reaction records. The task is: describe an organic reaction: reactants, conditions, products, and yield The reactants are C(C)(C)(C)NC(=S)N[C@H](CCCCNC(OCC1=CC=CC=C1)=O)CO (benzyl (5R)-5-{[(tert-butylamino)carbothioyl]amino}-6-hydroxyhexylcarbamate), Cl (hydrochloric acid). The solvent is C(C)O (ethanol). The product is Cl.Cl.NCCCC[C@H]1N=C(SC1)N ((+)-(4R)-4-(4-aminobutyl)-4,5-dihydro-1,3-thiazol-2-ylamine dihydrochloride). Reaction SMILES: C([NH:5][C:6]([NH:8][C@@H:9]([CH2:25]O)[CH2:10][CH2:11][CH2:12][CH2:13][NH:14]C(=O)OCC1C=CC=CC=1)=[S:7])(C)(C)C.[ClH:27]>C(O)C>[ClH:27].[ClH:27].[NH2:14][CH2:13][CH2:12][CH2:11][CH2:10][C@@H:9]1[CH2:25][S:7][C:6]([NH2:5])=[N:8]1 |f:3.4.5|. Procedure details: The process is performed as in Example 1, starting with 5.9 g of benzyl (5R)-5-{[(tert-butylamino)carbothioyl]amino}-6-hydroxyhexylcarbamate in 40 cm3 of aqueous 6N hydrochloric acid at a temperature in the region of 100° C. for 3 hours. After concentration of the reaction medium under reduced pressure (5 kPa) at a temperature in the region of 50° C., the residue obtained is taken up in ethanol and then concentrated again under the above conditions. The paste obtained is crystallized by triturat... Solvent: N1CCCCC1 (piperidine). The product is C(C)C1=CC=C(C=C1)C(C1=CC=CC=C1)C1CCN(CC1)CCCC(=O)C1=CC=C(C=C1)N1CCCCC1 (4-[4-[α-(p-Ethylphenyl)benzyl]piperidino]-4'-piperidino butyrophenone). The reactants are C(C)C1=CC=C(C=C1)C(C1=CC=CC=C1)C1CCN(CC1)CCCC(=O)C1=CC=C(C=C1)F (4-[4-[α-(p-ethylphenyl)benzyl]piperidino]-4'-fluorobutyrophenone). Procedure details: A solution of 14.5 g (0.035 mole) of 4-[4-[α-(p-ethylphenyl)benzyl]piperidino]-4'-fluorobutyrophenone in 100 ml of piperidine is refluxed for 22 hours. The unreacted piperidine is removed under vacuum, and the remaining residue is triturated with water. The water is decanted, the residue is dissolved in methanol and added to a large amount of water. The resulting precipitate is dissolved in ether, dried over magnesium sulfate, treated with charcoal and filtered. The filtrate is concentrated to a... As a reaction SMILES: [CH2:1]([C:3]1[CH:8]=[CH:7][C:6]([CH:9]([CH:16]2[CH2:21][CH2:20][N:19]([CH2:22][CH2:23][CH2:24][C:25]([C:27]3[CH:32]=[CH:31][C:30](F)=[CH:29][CH:28]=3)=[O:26])[CH2:18][CH2:17]2)[C:10]2[CH:15]=[CH:14][CH:13]=[CH:12][CH:11]=2)=[CH:5][CH:4]=1)[CH3:2]>N1CCCCC1>[CH2:1]([C:3]1[CH:8]=[CH:7][C:6]([CH:9]([CH:16]2[CH2:21][CH2:20][N:19]([CH2:22][CH2:23][CH2:24][C:25]([C:27]3[CH:32]=[CH:31][C:30]([N:19]4[CH2:20][CH2:21][CH2:16][CH2:17][CH2:18]4)=[CH:29][CH:28]=3)=[O:26])[CH2:18][CH2:17]2)[C:10]2[CH:15]=[CH:14][CH:13]=[CH:12][CH:11]=2)=[CH:5][CH:4]=1)[CH3:2].